Dataset: the Open Reaction Database (ORD), a public repository of structured organic reaction records. Task: describe an organic reaction: reactants, conditions, products, and yield The reactants are ClC=1C(=CC(=NC1)F)C1=NC(=C(C=C1)F)NCC1=CC(=CC=C1)F (5′-chloro-2′,5-difluoro-N-(3-fluorobenzyl)-2,4′-bipyridin-6-amine), [C@H]1(CC[C@H](CC1)N)N (trans-cyclohexane-1,4-diamine). Solvent: CS(=O)C (DMSO). Run at temperature 100 celsius. Product: N[C@@H]1CC[C@H](CC1)NC1=NC=C(C(=C1)C1=NC(=C(C=C1)F)NCC1=CC(=CC=C1)F)Cl (N2′-(trans-4-aminocyclohexyl)-5′-chloro-5-fluoro-N6-(3-fluorobenzyl)-2,4′-bipyridine-2′,6-diamine). The yield is 54.0%. As a reaction SMILES: [Cl:1][C:2]1[C:3]([C:9]2[CH:14]=[CH:13][C:12]([F:15])=[C:11]([NH:16][CH2:17][C:18]3[CH:23]=[CH:22][CH:21]=[C:20]([F:24])[CH:19]=3)[N:10]=2)=[CH:4][C:5](F)=[N:6][CH:7]=1.[C@H:25]1([NH2:32])[CH2:30][CH2:29][C@H:28]([NH2:31])[CH2:27][CH2:26]1>CS(C)=O>[NH2:31][C@H:28]1[CH2:29][CH2:30][C@H:25]([NH:32][C:5]2[CH:4]=[C:3]([C:9]3[CH:14]=[CH:13][C:12]([F:15])=[C:11]([NH:16][CH2:17][C:18]4[CH:23]=[CH:22][CH:21]=[C:20]([F:24])[CH:19]=4)[N:10]=3)[C:2]([Cl:1])=[CH:7][N:6]=2)[CH2:26][CH2:27]1. Procedure: 5′-chloro-2′,5-difluoro-N-(3-fluorobenzyl)-2,4′-bipyridin-6-amine (0.022 g, 0.063 mmol) was dissolved in anhydrous DMSO (0.93 mL) and charged to a microwave vial, and then treated with trans-cyclohexane-1,4-diamine (0.072 g, 0.629 mmol). The reaction mixture then was heated at 100° C. for 18 hr. The material was purified by preparative reverse-phase HPLC to yield 0.0151 g (44%) of N2′-(trans-4-aminocyclohexyl)-5′-chloro-5-fluoro-N6-(3-fluorobenzyl)-2,4′-bipyridine-2′,6-diamine as the TFA salt. L...